From a dataset of the Open Reaction Database (ORD), a public repository of structured organic reaction records. describe an organic reaction: reactants, conditions, products, and yield Starting materials: CC(C)I, [K+], [K+], Nc1c(O)cccc1[N+](=O)[O-], O=C([O-])[O-], CN(C)C=O. The product is CC(C)Oc1cccc([N+](=O)[O-])c1N. RXN SMILES: [I:18][CH:19]([CH3:20])[CH3:21].[K+:12].[K+:13].[NH2:1][c:2]1[c:3]([OH:11])[cH:4][cH:5][cH:6][c:7]1[N+:8](=[O:9])[O-:10].[O-:14][C:15]([O-:16])=[O:17].[O:22]=[CH:23][N:24]([CH3:25])[CH3:26]>>[NH2:1][c:2]1[c:3]([O:11][CH:19]([CH3:20])[CH3:21])[cH:4][cH:5][cH:6][c:7]1[N+:8](=[O:9])[O-:10]. The reactants are [Br-], CC(C)(C)OC(=O)N1CCC(=O)CC1, [Cl-], [NH4+], [Mg+]c1ccc(Oc2ccccc2)cc1, C1CCOC1. Yields the product CC(C)(C)OC(=O)N1CCC(O)(c2ccc(Oc3ccccc3)cc2)CC1. Reaction SMILES: [Br-:15].[C:1]([CH3:2])([CH3:3])([CH3:4])[O:5][C:6](=[O:7])[N:8]1[CH2:9][CH2:10][C:11](=[O:14])[CH2:12][CH2:13]1.[Cl-:30].[NH4+:31].[O:16]([c:17]1[cH:18][cH:19][cH:20][cH:21][cH:22]1)[c:23]1[cH:24][cH:25][c:26]([Mg+:29])[cH:27][cH:28]1.[O:32]1[CH2:33][CH2:34][CH2:35][CH2:36]1>>[C:1]([CH3:2])([CH3:3])([CH3:4])[O:5][C:6](=[O:7])[N:8]1[CH2:9][CH2:10][C:11]([OH:14])([c:26]2[cH:25][cH:24][c:23]([O:16][c:17]3[cH:18][cH:19][cH:20][cH:21][cH:22]3)[cH:28][cH:27]2)[CH2:12][CH2:13]1. The reactants are COC=1C=C(C=O)C=C(C1)OC (3,5-dimethoxybenzaldehyde), ice water, [N+](=O)([O-])C (nitromethane), C(C)(=O)[O-].[NH4+] (ammonium acetate). Run in C(C)(=O)O (acetic acid). The product is [N+](=O)([O-])C=CC1=CC(=CC(=C1)OC)OC (1-(2-Nitroethenyl)-3,5-dimethoxybenzene). Reaction SMILES: [CH3:1][O:2][C:3]1[CH:4]=[C:5]([CH:8]=[C:9]([O:11][CH3:12])[CH:10]=1)[CH:6]=O.[N+:13]([CH3:16])([O-:15])=[O:14].C([O-])(=O)C.[NH4+]>C(O)(=O)C>[N+:13]([CH:16]=[CH:6][C:5]1[CH:4]=[C:3]([O:2][CH3:1])[CH:10]=[C:9]([O:11][CH3:12])[CH:8]=1)([O-:15])=[O:14] |f:2.3|. Procedure: A mixture consisting of 3,5-dimethoxybenzaldehyde (20 g), nitromethane (20 ml), ammonium acetate (8 g) and acetic acid (80 ml) was refluxted for 11/2 hours and the reaction mixture was poured into ice water. The yellow solid which separated was filtered and dried under high vacuum to yield the title compound (22.3 g). Starting materials: FC(C1=CC=C(C=C1)C1(OC2=C(O1)C=CC=C2)C2CCNCC2)(F)F (4-[2-(4-trifluoromethyl-phenyl)-benzo[1,3]dioxol-2-yl]-piperidine), O=C(CCN1C(C2=CC=CC=C2C1=O)=O)C (2-(3-oxo-butyl)-isoindole-1,3-dione). The product is FC(C1=CC=C(C=C1)C1(OC2=C(O1)C=CC=C2)C2CCN(CC2)C(CCN)C)(F)F (3-{4-[2-(4-trifluoromethyl-phenyl)-benzo[1,3]dioxol-2-yl]-piperidin-1-yl}-butylamine). Yield: 69.2%. Reaction SMILES: [F:1][C:2]([F:25])([F:24])[C:3]1[CH:8]=[CH:7][C:6]([C:9]2([CH:18]3[CH2:23][CH2:22][NH:21][CH2:20][CH2:19]3)[O:13][C:12]3[CH:14]=[CH:15][CH:16]=[CH:17][C:11]=3[O:10]2)=[CH:5][CH:4]=1.O=[C:27]([CH3:41])[CH2:28][CH2:29][N:30]1C(=O)C2C(=CC=CC=2)C1=O>>[F:25][C:2]([F:1])([F:24])[C:3]1[CH:8]=[CH:7][C:6]([C:9]2([CH:18]3[CH2:19][CH2:20][N:21]([CH:27]([CH3:41])[CH2:28][CH2:29][NH2:30])[CH2:22][CH2:23]3)[O:13][C:12]3[CH:14]=[CH:15][CH:16]=[CH:17][C:11]=3[O:10]2)=[CH:5][CH:4]=1. Procedure details: Using general procedure B with the above amine (115 mg, 0.330 mmol) and 2-(3-oxo-butyl)-isoindole-1,3-dione (143 mg, 0.660 mmol) and then using general procedure D gave 3-{4-[2-(4-trifluoromethyl-phenyl)-benzo[1,3]dioxol-2-yl]-piperidin-1-yl}-butylamine (96 mg, 69% over 2 steps) as a colorless oil. Starting materials: O=C([O-])[O-], CCO, COCCOC, COc1cc(F)c(B(O)O)cc1F, CC(C)n1nc(I)c2c(N)ncnc21, [Na+], [Na+], c1ccc(P(c2ccccc2)(c2ccccc2)[Pd](P(c2ccccc2)(c2ccccc2)c2ccccc2)(P(c2ccccc2)(c2ccccc2)c2ccccc2)P(c2ccccc2)(c2ccccc2)c2ccccc2)cc1. Yields the product COc1cc(F)c(-c2nn(C(C)C)c3ncnc(N)c23)cc1F. RXN SMILES: [C:28](=[O:29])([O-:30])[O-:31].[CH3:34][CH2:35][OH:36].[CH3:37][O:38][CH2:39][CH2:40][O:41][CH3:42].[F:1][c:2]1[c:3]([B:11]([OH:12])[OH:13])[cH:4][c:5]([F:10])[c:6]([O:8][CH3:9])[cH:7]1.[I:14][c:15]1[n:16][n:17]([CH:25]([CH3:26])[CH3:27])[c:18]2[n:19][cH:20][n:21][c:22]([NH2:24])[c:23]12.[Na+:32].[Na+:33].[cH:43]1[cH:44][cH:45][c:46]([P:47]([Pd:48]([P:49]([c:50]2[cH:51][cH:52][cH:53][cH:54][cH:55]2)([c:56]2[cH:57][cH:58][cH:59][cH:60][cH:61]2)[c:62]2[cH:63][cH:64][cH:65][cH:66][cH:67]2)([P:68]([c:69]2[cH:70][cH:71][cH:72][cH:73][cH:74]2)([c:75]2[cH:76][cH:77][cH:78][cH:79][cH:80]2)[c:81]2[cH:82][cH:83][cH:84][cH:85][cH:86]2)[P:87]([c:88]2[cH:89][cH:90][cH:91][cH:92][cH:93]2)([c:94]2[cH:95][cH:96][cH:97][cH:98][cH:99]2)[c:100]2[cH:101][cH:102][cH:103][cH:104][cH:105]2)([c:106]2[cH:107][cH:108][cH:109][cH:110][cH:111]2)[c:112]2[cH:113][cH:114][cH:115][cH:116][cH:117]2)[cH:118][cH:119]1>>[F:1][c:2]1[c:3](-[c:15]2[n:16][n:17]([CH:25]([CH3:26])[CH3:27])[c:18]3[n:19][cH:20][n:21][c:22]([NH2:24])[c:23]23)[cH:4][c:5]([F:10])[c:6]([O:8][CH3:9])[cH:7]1. The reactants are ClCCl (dichloromethane), C(C)OC(=O)C1CN(CCC1)CCOCCCC1=CC=CC=C1 (1-(2-(3-phenyl-1-propyloxy)ethyl)-3-piperidinecarboxylic acid ethyl ester), Cl (hydrochloric acid), [OH-].[Na+] (sodium hydroxide). Run in C(C)O (ethanol). Reaction conditions: time 3 hour. The product is Cl.C1(=CC=CC=C1)CCCOCCN1CC(CCC1)C(=O)O (1-(2-(3-Phenyl-1-propyloxy)ethyl)-3-piperidinecarboxylic acid hydrochloride). Reaction SMILES: C([O:3][C:4]([CH:6]1[CH2:11][CH2:10][CH2:9][N:8]([CH2:12][CH2:13][O:14][CH2:15][CH2:16][CH2:17][C:18]2[CH:23]=[CH:22][CH:21]=[CH:20][CH:19]=2)[CH2:7]1)=[O:5])C.[OH-].[Na+].Cl.[Cl:27]CCl>C(O)C>[ClH:27].[C:18]1([CH2:17][CH2:16][CH2:15][O:14][CH2:13][CH2:12][N:8]2[CH2:9][CH2:10][CH2:11][CH:6]([C:4]([OH:5])=[O:3])[CH2:7]2)[CH:23]=[CH:22][CH:21]=[CH:20][CH:19]=1 |f:1.2,6.7|. Procedure: The above ester (3.2 g, 10 mmol) was dissolved in ethanol (10 ml) and 12N sodium hydroxide (2.5 ml) was added. The mixture was stirred at ambient temperature for 3 h. Excess concentrated hydrochloric acid was added followed by dichloromethane (300 ml). The mixture was dried (Na2SO4) and the solvent was evaporated in vacuo to give a residue which was re-evaporated twice with acetone. Crystallisation of the residue from a mixture of acetone and ethyl acetate followed by recrystallisation from acet... Starting materials: ClC1=NC=C(C(=O)NC2=CC(=C(C=C2)Cl)NC(C2=CC(=CC=C2)F)=O)C=C1 (6-chloro-N-(4-chloro-3-(3-fluorobenzamido)phenyl)nicotinamide), CC1NC(CNC1)C (2,6-dimethylpiperazine). Yields the product C(C1=CN=CC=C1)(=O)N (nicotinamide). Reaction SMILES: Cl[C:2]1[CH:27]=[CH:26][C:5]([C:6]([NH:8]C2C=CC(Cl)=C(NC(=O)C3C=CC=C(F)C=3)C=2)=[O:7])=[CH:4][N:3]=1.CC1CNCC(C)N1>>[C:6]([NH2:8])(=[O:7])[C:5]1[CH:26]=[CH:27][CH:2]=[N:3][CH:4]=1. Procedure details: 6-chloro-N-(4-chloro-3-(3-fluorobenzamido)phenyl)nicotinamide (0.117 mmol) was used in general procedure 3 with 2,6-dimethylpiperazine (0.35 mmol). The product was purified by RP-HPLC to give N-(4-chloro-3-(3-fluorobenzamido)phenyl))-6-(3S,5R)-3-5-dimethylpiperazine-1-yl)nicotinamide. MS (Q1) 482.1 (M)+ Reactants: C(C1=CC=CC=C1)OC(=O)N([C@@H](CCC(=O)N1CCN(CC1)C(=O)OC(C)(C)C)CO[Si](C)(C)C(C)(C)C)C ((S)-tert-butyl 4-(4-((benzyloxycarbonyl)(methyl)amino)-5-(tert-butyldimethylsilyloxy)pentanoyl)piperazine-1-carboxylate). Reagents/catalysts: [Pd] (Pd/C). Run in C(C)O (ethanol). Run at time 8 hour. Yields the product [Si](C)(C)(C(C)(C)C)OC[C@H](CCC(=O)N1CCN(CC1)C(=O)OC(C)(C)C)NC ((S)-tert-butyl 4-(5-(tert-butyldimethylsilyloxy)-4-(methylamino)pentanoyl)piperazine-1-carboxylate). Isolated yield 97.7%. As a reaction SMILES: C(O[C:9]([N:11](C)[C@H:12]([CH2:30][O:31][Si:32]([C:35]([CH3:38])([CH3:37])[CH3:36])([CH3:34])[CH3:33])[CH2:13][CH2:14][C:15]([N:17]1[CH2:22][CH2:21][N:20]([C:23]([O:25][C:26]([CH3:29])([CH3:28])[CH3:27])=[O:24])[CH2:19][CH2:18]1)=[O:16])=O)C1C=CC=CC=1>C(O)C.[Pd]>[Si:32]([O:31][CH2:30][C@@H:12]([NH:11][CH3:9])[CH2:13][CH2:14][C:15]([N:17]1[CH2:22][CH2:21][N:20]([C:23]([O:25][C:26]([CH3:29])([CH3:28])[CH3:27])=[O:24])[CH2:19][CH2:18]1)=[O:16])([C:35]([CH3:38])([CH3:37])[CH3:36])([CH3:34])[CH3:33]. Procedure details: (S)-tert-butyl 4-(4-((benzyloxycarbonyl)(methyl)amino)-5-(tert-butyldimethylsilyloxy)pentanoyl)piperazine-1-carboxylate (21.5 g) and 10% Pd/C (2.2 g) in ethanol (100 mL) was charged with H2 (50 psi). The resulting mixture was stirred at RT overnight and filtered. The filtrate was concentrated to give (S)-tert-butyl 4-(5-(tert-butyldimethylsilyloxy)-4-(methylamino)pentanoyl)piperazine-1-carboxylate (16 g, crude), which was sued without further purification. LRMS (M+H) m/z 430.3. Reactants: 92, C[O-].[Na+] (sodium methoxide), O=C[C@H](O)[C@@H](O)[C@H](O)[C@H](O)CO (glucose), C([C@@H]1[C@H]([C@@H]([C@H]([C@H](O1)O[C@@H]2[C@H](O[C@H]([C@@H]([C@H]2O)O)O)CO)O)O)O)O (maltose), C([C@@H]1[C@H]([C@@H]([C@H]([C@H](O1)O[C@@H]2[C@H](O[C@@H]([C@@H]([C@H]2O)O)O[C@@H]3[C@H](O[C@@H]([C@@H]([C@H]3O)O)O)CO)CO)O)O)O)O (maltotriose). Solvent: C(Cl)(Cl)Cl.CO.O (chloroform methanol water). Conditions: time 24 hour. Product: [C@H]1([C@H](O)[C@@H](O)[C@H](O)[C@H](O1)CO)OC[C@@H]1[C@H]([C@@H]([C@H]([C@H](O1)O[C@H]1[C@@H]([C@H]([C@H](O[C@@H]1CO)O[C@@H]([C@@H]([C@H](C=O)O)O)[C@H](O)CO)O)O)O)O)O (4-O-{4-O-[6-O-(α-D-glucopyranosyl)-α-D-glucopyranosyl]-α-D-glucopyranosyl}-D-glucose). RXN SMILES: [O:1]=[CH:2][C@@H:3]([C@H:5]([C@@H:7]([C@@H:9]([CH2:11][OH:12])[OH:10])[OH:8])[OH:6])[OH:4].C(O)[C@H]1O[C@H](O[C@H]2[C@H](O)[C@@H](O)[C@H](O)O[C@@H]2CO)[C@H](O)[C@@H](O)[C@@H]1O.[CH2:36](O)[C@H:37]1[O:42][C@H:41]([O:43][C@H:44]2[C@H:49]([OH:50])[C@@H:48]([OH:51])[C@@H:47]([O:52][C@H:53]3[C@H:58]([OH:59])[C@@H:57]([OH:60])[C@@H:56]([OH:61])[O:55][C@@H:54]3[CH2:62][OH:63])[O:46][C@@H:45]2[CH2:64][OH:65])[C@H:40]([OH:66])[C@@H:39]([OH:67])[C@@H:38]1[OH:68].C[O-].[Na+]>C(Cl)(Cl)Cl.CO.O>[C@H:11]1([O:12][CH2:36][C@H:37]2[O:42][C@H:41]([O:43][C@@H:44]3[C@@H:45]([CH2:64][OH:65])[O:46][C@H:47]([O:52][C@H:53]([C@@H:54]([CH2:62][OH:63])[OH:55])[C@H:58]([OH:59])[C@@H:57]([OH:60])[CH:56]=[O:61])[C@H:48]([OH:51])[C@H:49]3[OH:50])[C@H:40]([OH:66])[C@@H:39]([OH:67])[C@@H:38]2[OH:68])[O:4][C@H:3]([CH2:2][OH:1])[C@@H:5]([OH:6])[C@H:7]([OH:8])[C@H:9]1[OH:10] |f:3.4,5.6.7|. Procedure: Pullulane52 (100 g) was dissolved in water (1 l) by heating and added to a solution of acetic acid (ca 15 ml) and sodium acetate (41 g) in water (5 l). The solution was adjusted to pH 5 and pullulanase and β-amylase (200 and 200000 units respectively) were added. The reaction mixture was stirred at 37° for 24 h (TLC: SiO2, acetone:isopropanol:0.1M lactic acid; 2:2:1) and then heated at 120° for 20 min (autoclave). The solution was concentrated (final volume: 1.5 l) and treated with ion-exchange ...